From a dataset of the Open Reaction Database (ORD), a public repository of structured organic reaction records. describe an organic reaction: reactants, conditions, products, and yield Starting materials: COC(=O)C1(C[C@H](C[C@H](C1)C)C)C=NOCC1=CC=CC=C1 ((3S,5R)-1-(benzyloxyimino-methyl)-3,5-dimethyl-cyclohexanecarboxylic acid methyl ester), O.[OH-].[Li+] (lithium hydroxide monohydrate), Cl (HCl). The solvent is C1CCOC1 (THF), O (water). Conditions: temperature 90 celsius. The product is C(C1=CC=CC=C1)ON=CC1(C[C@H](C[C@H](C1)C)C)C(=O)O ((3S,5R)-1-(Benzyloxyimino-Methyl)-3,5-Dimethyl-Cyclohexanecarboxylic Acid). Reaction SMILES: C[O:2][C:3]([C:5]1([CH:13]=[N:14][O:15][CH2:16][C:17]2[CH:22]=[CH:21][CH:20]=[CH:19][CH:18]=2)[CH2:10][C@H:9]([CH3:11])[CH2:8][C@H:7]([CH3:12])[CH2:6]1)=[O:4].O.[OH-].[Li+].Cl>C1COCC1.O>[CH2:16]([O:15][N:14]=[CH:13][C:5]1([C:3]([OH:4])=[O:2])[CH2:10][C@H:9]([CH3:11])[CH2:8][C@H:7]([CH3:12])[CH2:6]1)[C:17]1[CH:22]=[CH:21][CH:20]=[CH:19][CH:18]=1 |f:1.2.3|. Reported procedure: A mixture of (3S,5R)-1-(benzyloxyimino-methyl)-3,5-dimethyl-cyclohexanecarboxylic acid methyl ester (4.8 g, 15.8 mmol) and lithium hydroxide monohydrate (6.6 g, 158 mmol) in THF (170 mL) and water (85 mL) was heated at 90° C. for 48 h. The reaction mixture was acidified to pH 3 with 6N aqueous HCl and was extracted with dichloromethane (75 mL×6). The combined organic layers were dried (MgSO4) and were evaporated in vacuo to yield the title compound as a pale yellow oil. (1.8 g, 39%). MH+290. Starting materials: COC(=O)CC(=O)OC, CC(=O)O, O=Cc1cccc([N+](=O)[O-])c1. Product: COC(=O)C(=Cc1cccc([N+](=O)[O-])c1)C(=O)OC. As a reaction SMILES: [C:12]([CH2:13][C:14](=[O:15])[O:16][CH3:17])(=[O:18])[O:19][CH3:20].[CH3:21][C:22](=[O:23])[OH:24].[N+:1](=[O:2])([O-:3])[c:4]1[cH:5][c:6]([CH:7]=[O:8])[cH:9][cH:10][cH:11]1>>[N+:1](=[O:2])([O-:3])[c:4]1[cH:5][c:6]([CH:7]=[C:13]([C:12](=[O:18])[O:19][CH3:20])[C:14](=[O:15])[O:16][CH3:17])[cH:9][cH:10][cH:11]1. The reactants are BrC=1C(N(C(N(N1)C)=O)C)=O (6-bromo-2,4-dimethyl-2H-[1,2,4]triazine-3,5-dione), Cl.N1(CCNCC1)C(=O)C1=C(C=CC=C1)C(F)(F)F (piperazin-1-yl-(2-trifluoromethyl-phenyl)-methanone hydrochloride). The product is CN1N=C(C(N(C1=O)C)=O)N1CCN(CC1)C(C1=C(C=CC=C1)C(F)(F)F)=O (2,4-dimethyl-6-[4-(2-trifluoromethyl-benzoyl)-piperazin-1-yl]-2H-[1,2,4]triazine-3,5-dione), C1(=CC=CC=C1)C (toluene). The yield is 55.0%. As a reaction SMILES: Br[C:2]1[C:3](=[O:11])[N:4]([CH3:10])[C:5](=[O:9])[N:6]([CH3:8])[N:7]=1.Cl.[N:13]1([C:19]([C:21]2[CH:26]=[CH:25][CH:24]=[CH:23][C:22]=2[C:27]([F:30])([F:29])[F:28])=[O:20])[CH2:18][CH2:17][NH:16][CH2:15][CH2:14]1>>[CH3:8][N:6]1[C:5](=[O:9])[N:4]([CH3:10])[C:3](=[O:11])[C:2]([N:16]2[CH2:17][CH2:18][N:13]([C:19](=[O:20])[C:21]3[CH:26]=[CH:25][CH:24]=[CH:23][C:22]=3[C:27]([F:30])([F:28])[F:29])[CH2:14][CH2:15]2)=[N:7]1.[C:21]1([CH3:19])[CH:26]=[CH:25][CH:24]=[CH:23][CH:22]=1 |f:1.2|. Procedure details: The compound 5 (solid) is prepared from the triazine 1b and the intermediate 6a according to the synthesis method 1 in toluene (yield: 55%). Starting materials: C1(CCCC1)C(=O)C=1C=C(C=CC1NC(=O)NC=1SC=CN1)CC(=O)O ([3-cyclopentanecarbonyl-4-(3-thiazol-2-yl-ureido)-phenyl]-acetic acid), CN1CCNCC1 (N-methyl piperazine). The product is C1(CCCC1)C(=O)C1=C(C=CC(=C1)CC(=O)N1CCN(CC1)C)NC(=O)NC=1SC=CN1 (1-{2-Cyclopentanecarbonyl-4-[2-(4-methyl-piperazin-1-yl)-2-oxo-ethyl]-phenyl)-3-thiazol-2-yl-urea). The yield is 60.1%. RXN SMILES: [CH:1]1([C:6]([C:8]2[CH:9]=[C:10]([CH2:23][C:24]([OH:26])=O)[CH:11]=[CH:12][C:13]=2[NH:14][C:15]([NH:17][C:18]2[S:19][CH:20]=[CH:21][N:22]=2)=[O:16])=[O:7])[CH2:5][CH2:4][CH2:3][CH2:2]1.[CH3:27][N:28]1[CH2:33][CH2:32][NH:31][CH2:30][CH2:29]1>>[CH:1]1([C:6]([C:8]2[CH:9]=[C:10]([CH2:23][C:24]([N:31]3[CH2:32][CH2:33][N:28]([CH3:27])[CH2:29][CH2:30]3)=[O:26])[CH:11]=[CH:12][C:13]=2[NH:14][C:15]([NH:17][C:18]2[S:19][CH:20]=[CH:21][N:22]=2)=[O:16])=[O:7])[CH2:2][CH2:3][CH2:4][CH2:5]1. Procedure: 1-{2-Cyclopentanecarbonyl-4-[2-(4-methyl-piperazin-1-yl)-2-oxo-ethyl]-phenyl)-3-thiazol-2-yl-urea (137 mg, 60%) was prepared from [3-cyclopentanecarbonyl-4-(3-thiazol-2-yl-ureido)-phenyl]-acetic acid (186 mg, 0.5 mmol) and N-methyl piperazine (50 mg, 0.5 mmol) following the general procedure K. Starting materials: O=C([O-])[O-], CS(=O)(=O)OCCCF, CN(C)C=O, CCOC(=O)C=Cc1cc(-n2nn[nH]c2=O)c(F)cc1Cl, [K+], [K+], O. Yields the product CCOC(=O)C=Cc1cc(-n2nnn(CCCF)c2=O)c(F)cc1Cl. As a reaction SMILES: [C:31](=[O:32])([O-:33])[O-:34].[CH3:22][S:23]([O:24][CH2:27][CH2:28][CH2:29][F:30])(=[O:25])=[O:26].[CH3:38][N:39]([CH3:40])[CH:41]=[O:42].[Cl:1][c:2]1[c:3]([CH:15]=[CH:16][C:17](=[O:18])[O:19][CH2:20][CH3:21])[cH:4][c:5](-[n:9]2[n:10][n:11][nH:12][c:13]2=[O:14])[c:6]([F:8])[cH:7]1.[K+:35].[K+:36].[OH2:37]>>[Cl:1][c:2]1[c:3]([CH:15]=[CH:16][C:17](=[O:18])[O:19][CH2:20][CH3:21])[cH:4][c:5](-[n:9]2[n:10][n:11][n:12]([CH2:27][CH2:28][CH2:29][F:30])[c:13]2=[O:14])[c:6]([F:8])[cH:7]1. Procedure details: The product from Step 1 (0.245 g, 0.64 mmole) in 1,4-dioxane (20 ml) and aqueous hydrochloric acid (5M, 10 ml) was heated under reflux for 18 hours. The mixture was allowed to cool to ambient temperature, neutralised by addition of aqueous sodium hydroxide solution (5M) and extracted into dichloromethane. The reactants are O1CCOC12CCN(CC2)CC=2C1=C(C=NC2)N=C(N1CC)C=1C(=NON1)N (4-[7-(1,4-Dioxa-8-aza-spiro[4.5]dec-8-ylmethyl)-1-ethyl-1H-imidazo[4,5-c]pyridin-2-yl]-furazan-3-ylamine), [OH-].[Na+] (sodium hydroxide). Solvent: O1CCOCC1 (1,4-dioxane), Cl (hydrochloric acid). Yields the product NC=1C(=NON1)C=1N(C2=C(C=NC=C2CN2CCC(CC2)=O)N1)CC (1-[2-(4-Amino-furazan-3-yl)-1-ethyl-1H-imidazo[4,5-c]pyridin-7-ylmethyl]-piperidin-4-one). RXN SMILES: O1[C:5]2([CH2:10][CH2:9][N:8]([CH2:11][C:12]3[C:13]4[N:20]([CH2:21][CH3:22])[C:19]([C:23]5[C:24]([NH2:28])=[N:25][O:26][N:27]=5)=[N:18][C:14]=4[CH:15]=[N:16][CH:17]=3)[CH2:7][CH2:6]2)[O:4]CC1.[OH-].[Na+]>O1CCOCC1.Cl>[NH2:28][C:24]1[C:23]([C:19]2[N:20]([CH2:21][CH3:22])[C:13]3[C:12]([CH2:11][N:8]4[CH2:7][CH2:6][C:5](=[O:4])[CH2:10][CH2:9]4)=[CH:17][N:16]=[CH:15][C:14]=3[N:18]=2)=[N:27][O:26][N:25]=1 |f:1.2|. Reactants: [OH-].[Na+] (NaOH), C(=O)(C(F)(F)F)O (TFA), C(C)(=O)OC1CCC=2C1=NC=C(C2N2C[C@H](C[C@H](C2)C)NC(=O)OC(C)(C)C)NC(=O)C2=NC(=C(C=C2)F)C2=C(C=C(C=C2F)S(=O)C)F (4-{(3S,5R)-3-[(tert-Butoxycarbonyl)amino]-5-methylpiperidin-1-yl}-3-[({6-[2,6-difluoro-4-(methylsulfinyl)phenyl]-5-fluoropyridin-2-yl}carbonyl)amino]-6,7-dihydro-5H-cyclopenta[b]pyridin-7-yl acetate). Solvent: C1CCOC1 (THF), CO (MeOH), C(Cl)Cl (DCM). Run at time 20 minute. Product: N[C@@H]1CN(C[C@@H](C1)C)C1=C2C(=NC=C1NC(=O)C1=NC(=C(C=C1)F)C1=C(C=C(C=C1F)S(=O)C)F)C(CC2)O (N-{4-[(3S,5R)-3-Amino-5-methylpiperidin-1-yl]-7-hydroxy-6,7-dihydro-5H-cyclopenta[b]pyridin-3-yl}-6-[2,6-difluoro-4-(methylsulfinyl)phenyl]-5-fluoropyridine-2-carboxamide). Reaction SMILES: C([O:4][CH:5]1[C:9]2=[N:10][CH:11]=[C:12]([NH:29][C:30]([C:32]3[CH:37]=[CH:36][C:35]([F:38])=[C:34]([C:39]4[C:44]([F:45])=[CH:43][C:42]([S:46]([CH3:48])=[O:47])=[CH:41][C:40]=4[F:49])[N:33]=3)=[O:31])[C:13]([N:14]3[CH2:19][C@H:18]([CH3:20])[CH2:17][C@H:16]([NH:21]C(OC(C)(C)C)=O)[CH2:15]3)=[C:8]2[CH2:7][CH2:6]1)(=O)C.[OH-].[Na+].C(O)(C(F)(F)F)=O>CO.C1COCC1.C(Cl)Cl>[NH2:21][C@H:16]1[CH2:17][C@@H:18]([CH3:20])[CH2:19][N:14]([C:13]2[C:12]([NH:29][C:30]([C:32]3[CH:37]=[CH:36][C:35]([F:38])=[C:34]([C:39]4[C:40]([F:49])=[CH:41][C:42]([S:46]([CH3:48])=[O:47])=[CH:43][C:44]=4[F:45])[N:33]=3)=[O:31])=[CH:11][N:10]=[C:9]3[CH:5]([OH:4])[CH2:6][CH2:7][C:8]=23)[CH2:15]1 |f:1.2|. Procedure details: 4-{(3S,5R)-3-[(tert-Butoxycarbonyl)amino]-5-methylpiperidin-1-yl}-3-[({6-[2,6-difluoro-4-(methylsulfinyl)phenyl]-5-fluoropyridin-2-yl}carbonyl)amino]-6,7-dihydro-5H-cyclopenta[b]pyridin-7-yl acetate (3.0 mg, 0.0043 mmol) was dissolved in MeOH (0.02 mL) and THF (0.08 mL), followed by the addition of 1.0 M aq. NaOH (0.017 mL, 0.017 mmol). The reaction mixture was stirred at room temperature for 20 min. The organic solvents and trace of water were removed under vacuum to give the crude intermediate...